This data is from the Open Reaction Database (ORD), a public repository of structured organic reaction records. The task is: describe an organic reaction: reactants, conditions, products, and yield The reactants are C([O-])([O-])=O.[K+].[K+] (potassium carbonate), BrCCCCl (1-bromo-3-chloropropane), [N+](=O)([O-])C1=CC=C(C=C1)O (4-Nitrophenol). Run in C(C)#N (acetonitrile). Yields the product ClCCCOC1=CC=C(C=C1)[N+](=O)[O-] (1-(3-chloropropoxy)-4-nitrobenzene). As a reaction SMILES: [N+:1]([C:4]1[CH:9]=[CH:8][C:7]([OH:10])=[CH:6][CH:5]=1)([O-:3])=[O:2].C(=O)([O-])[O-].[K+].[K+].Br[CH2:18][CH2:19][CH2:20][Cl:21]>C(#N)C>[Cl:21][CH2:20][CH2:19][CH2:18][O:10][C:7]1[CH:8]=[CH:9][C:4]([N+:1]([O-:3])=[O:2])=[CH:5][CH:6]=1 |f:1.2.3|. Procedure: A solution of 4-Nitrophenol (10 g, 72 mmol) dissolved in acetonitrile (100 ml was charged with potassium carbonate (24.9 g, 180 mmol) and 1-bromo-3-chloropropane (113.2 g, 720 mmol). The mixture was heated and stirred at reflux overnight. The reaction was cooled to room temperature, the solids filtered off and the solvent evaporated under reduced pressure to give the title compound. Reactants: N1N=NN=C1C1=C(C=O)C=CC=C1 (2-(tetrazol-5-yl)-benzaldehyde), C=C(C)C (isobutene), CS(=O)(=O)O (methanesulfonic acid). Solvent: C1(=CC=CC=C1)C (toluene), C(C)(=O)OCC (ethyl acetate). Product: C(C)(C)(C)N1N=C(N=N1)C1=C(C=O)C=CC=C1 (2-(2-tert-butyl-tetrazol-5-yl)-benzaldehyde). Reaction SMILES: [NH:1]1[C:5]([C:6]2[CH:13]=[CH:12][CH:11]=[CH:10][C:7]=2[CH:8]=[O:9])=[N:4][N:3]=[N:2]1.[CH2:14]=[C:15]([CH3:17])[CH3:16].CS(O)(=O)=O>C1(C)C=CC=CC=1.C(OCC)(=O)C>[C:15]([N:3]1[N:2]=[N:1][C:5]([C:6]2[CH:13]=[CH:12][CH:11]=[CH:10][C:7]=2[CH:8]=[O:9])=[N:4]1)([CH3:17])([CH3:16])[CH3:14]. Procedure details: In an autoclave, 6.4 g (36.7 mmol) of 2-(tetrazol-5-yl)-benzaldehyde (Step 61.1) in 50 ml of toluene are heated at 110° C. for 1.5 hours with ≈3 g of isobutene and 0.432 ml of methanesulfonic acid. When cold the reaction mixture is diluted with 300 ml of ethyl acetate, washed four times with water and once with brine, dried (Na2SO4) and concentrated by evaporation. Column chromatography (SiO2; hexane/ethyl acetate=4:1) and crystallization from hexane with a small amount of diethyl ether at −20° ... The reactants are CS(=O)(=O)O.O=P12OP3(=O)OP(=O)(O1)OP(=O)(O2)O3 (Eaton's reagent), O=P12OP3(=O)OP(=O)(O1)OP(=O)(O2)O3 (phosphorus pentoxide), FC=1C=C(C=C(C1)F)CCCC(=O)O (4-(3,5-difluoro-phenyl)-butyric acid). Run in CS(=O)(=O)O (methanesulfonic acid), CS(=O)(=O)O (methanesulfonic acid). Run at temperature 65 celsius. Yields the product FC=1C=C2CCCC(C2=C(C1)F)=O (6,8-Difluoro-3,4-dihydro-2H-naphthalen-1-one). Reaction SMILES: CS(O)(=O)=O.O=P12OP3(OP(OP(O3)(O1)=O)(=O)O2)=O.O=P12OP3(OP(OP(O3)(O1)=O)(=O)O2)=O.[F:34][C:35]1[CH:36]=[C:37]([CH2:42][CH2:43][CH2:44][C:45]([OH:47])=O)[CH:38]=[C:39]([F:41])[CH:40]=1>CS(O)(=O)=O>[F:41][C:39]1[CH:38]=[C:37]2[C:36](=[C:35]([F:34])[CH:40]=1)[C:45](=[O:47])[CH2:44][CH2:43][CH2:42]2 |f:0.1|. Reported procedure: This step follows the general procedure reported by Eaton et al., Organic Chemistry 38(23): 4071-4073 (1973). Eaton's reagent, prepared from 32 g phosphorus pentoxide and 192 mL methanesulfonic acid, was heated at 65° C. A solution of 4-(3,5-difluoro-phenyl)-butyric acid (12.85 grams, 64.19 mmoles, prepared as described by Repke et al., U.S. Pat. No. 5,538,988) in 30 mL methanesulfonic acid was added and the reaction mixture was heated at 65° C. for 35 minutes. The mixture was poured onto 1 L cr... Reactants: C1CCOC1, CC(C(=O)[O-])C1CCN(c2ccc(Cl)cc2)C(c2ccc(C(F)(F)F)cc2)C1, Cl, [Li+], [OH-], O. Yields the product O=C(O)CC1CCN(c2ccc(Cl)cc2)C(c2ccc(C(F)(F)F)cc2)C1. As a reaction SMILES: [CH2:31]1[O:32][CH2:33][CH2:34][CH2:35]1.[CH3:1][CH:2]([C:3](=[O:4])[O-:5])[CH:6]1[CH2:7][CH:8]([c:19]2[cH:20][cH:21][c:22]([C:25]([F:26])([F:27])[F:28])[cH:23][cH:24]2)[N:9]([c:12]2[cH:13][cH:14][c:15]([Cl:18])[cH:16][cH:17]2)[CH2:10][CH2:11]1.[ClH:37].[Li+:30].[OH-:29].[OH2:36]>>[CH2:2]([C:3](=[O:4])[OH:5])[CH:6]1[CH2:7][CH:8]([c:19]2[cH:20][cH:21][c:22]([C:25]([F:26])([F:27])[F:28])[cH:23][cH:24]2)[N:9]([c:12]2[cH:13][cH:14][c:15]([Cl:18])[cH:16][cH:17]2)[CH2:10][CH2:11]1. Starting materials: FC1=CC=C(C=C1)N=C=O (p-fluorophenyl isocyanate), COC=1C=C2C(=NC=NC2=CC1OC)OC1=CC=C(N)C=C1 (4-[(6,7-Dimethoxy-4-quinazolinyl)oxy]aniline), CO (Methanol). Run in C(Cl)(Cl)Cl (chloroform). Product: COC=1C=C2C(=NC=NC2=CC1OC)OC1=CC=C(C=C1)NC(=O)NC1=CC=C(C=C1)F (N-{4-[(6,7-Dimethoxy-4-quinazolinyl)oxy]-phenyl}-N′-(4-fluorophenyl)urea). The yield is 36.0%. Reaction SMILES: [CH3:1][O:2][C:3]1[CH:4]=[C:5]2[C:10](=[CH:11][C:12]=1[O:13][CH3:14])[N:9]=[CH:8][N:7]=[C:6]2[O:15][C:16]1[CH:22]=[CH:21][C:19]([NH2:20])=[CH:18][CH:17]=1.[F:23][C:24]1[CH:29]=[CH:28][C:27]([N:30]=[C:31]=[O:32])=[CH:26][CH:25]=1.CO>C(Cl)(Cl)Cl>[CH3:1][O:2][C:3]1[CH:4]=[C:5]2[C:10](=[CH:11][C:12]=1[O:13][CH3:14])[N:9]=[CH:8][N:7]=[C:6]2[O:15][C:16]1[CH:22]=[CH:21][C:19]([NH:20][C:31]([NH:30][C:27]2[CH:28]=[CH:29][C:24]([F:23])=[CH:25][CH:26]=2)=[O:32])=[CH:18][CH:17]=1. Procedure details: 4-[(6,7-Dimethoxy-4-quinazolinyl)oxy]aniline (50 mg) was dissolved in chloroform (3 ml), and p-fluorophenyl isocyanate (23 μl) was then added to the solution. The mixture was heated under reflux overnight. Methanol was added to the reaction solution, and the mixture was purified by HPLC by development with chloroform/methanol to give 26 mg (yield 36%) of the title compound. The reactants are CC(C(=O)O)C1=CC=C(C=C1)C1=CC=C(C=C1)O (α-methyl-4'-(hydroxy)[1,1'-biphenyl]-4-acetic acid), C(C)O (ethanol). The solvent is S(O)(O)(=O)=O (sulfuric acid). The product is CC(C(=O)OCC)C1=CC=C(C=C1)C1=CC=C(C=C1)O (α-Methyl-4'-(hydroxy)[1,1'-biphenyl]-4-acetic acid, ethyl ester). Isolated yield 73.5%. Reaction SMILES: [CH3:1][CH:2]([C:6]1[CH:11]=[CH:10][C:9]([C:12]2[CH:17]=[CH:16][C:15]([OH:18])=[CH:14][CH:13]=2)=[CH:8][CH:7]=1)[C:3]([OH:5])=[O:4].[CH2:19](O)[CH3:20]>S(=O)(=O)(O)O>[CH3:1][CH:2]([C:6]1[CH:11]=[CH:10][C:9]([C:12]2[CH:13]=[CH:14][C:15]([OH:18])=[CH:16][CH:17]=2)=[CH:8][CH:7]=1)[C:3]([O:5][CH2:19][CH3:20])=[O:4]. Procedure details: A mixture of α-methyl-4'-(hydroxy)[1,1'-biphenyl]-4-acetic acid (22.0 g, 90.8 mmol) in ethanol (500 mL) and concentrated sulfuric acid (5.0 mL) is refluxed for 30 hours. The solution is concentrated under reduced pressure, is diluted with water (300 mL) and is extracted with ethyl acetate (3×300 mL). The combined ethyl acetate extract is washed with water (400 mL) and brine (400 mL), dried over MgSO4 and is concentrated under reduced pressure to give 20 g of crude product. Purification of this m... Reactants: ClC=1C=C(C=CC1Cl)C1(CNCC1)CCO (3-(3,4-dichlorophenyl)-3-(2-hydroxyethyl)pyrrolidine), C(C1=CC=C(C=C1)OC)(=O)[C@@]([C@@](C(=O)O)(O)C(C1=CC=C(C=C1)OC)=O)(O)C(=O)O ((R,R)-di-p-anisoyltartaric acid). The solvent is CC(CC)=O (butanone), CC(CC)=O (butanone). Run at time 15 minute. Product: C(C1=CC=C(C=C1)OC)(=O)[C@@]([C@@](C(=O)O)(O)C(C1=CC=C(C=C1)OC)=O)(O)C(=O)O.ClC=1C=C(C=CC1Cl)[C@@]1(CNCC1)CCO ((S)-(−)-3-(3,4-dichlorophenyl)-3-(2-hydroxyethyl)pyrrolidine (R,R)-di-p-anisoyltartaric acid salt). Reaction SMILES: [Cl:1][C:2]1[CH:3]=[C:4]([C:9]2([CH2:14][CH2:15][OH:16])[CH2:13][CH2:12][NH:11][CH2:10]2)[CH:5]=[CH:6][C:7]=1[Cl:8].[C:17]([C@:27]([C:44]([OH:46])=[O:45])([OH:43])[C@:28]([C:33](=[O:42])[C:34]1[CH:39]=[CH:38][C:37]([O:40][CH3:41])=[CH:36][CH:35]=1)([OH:32])[C:29]([OH:31])=[O:30])(=[O:26])[C:18]1[CH:23]=[CH:22][C:21]([O:24][CH3:25])=[CH:20][CH:19]=1>CC(=O)CC>[C:33]([C@:28]([C:29]([OH:31])=[O:30])([OH:32])[C@:27]([C:17](=[O:26])[C:18]1[CH:23]=[CH:22][C:21]([O:24][CH3:25])=[CH:20][CH:19]=1)([OH:43])[C:44]([OH:46])=[O:45])(=[O:42])[C:34]1[CH:39]=[CH:38][C:37]([O:40][CH3:41])=[CH:36][CH:35]=1.[Cl:1][C:2]1[CH:3]=[C:4]([C@@:9]2([CH2:14][CH2:15][OH:16])[CH2:13][CH2:12][NH:11][CH2:10]2)[CH:5]=[CH:6][C:7]=1[Cl:8] |f:3.4|. Procedure: Combine 3-(3,4-dichlorophenyl)-3-(2-hydroxyethyl)pyrrolidine (1.0 g, 38.5 mmol) and butanone. Add a solution of (R,R)-di-p-anisoyltartaric acid (1.6 g, 38.0 mmol) in butanone (80 mL). Heat to reflux. After 15 minutes, cool to ambient temperature and then cool further in an salt-ice bath. Filter the solid that forms and rinse with butanone. Recrystallize the solid from water/methanol to give (S)-(−)-3-(3,4-dichlorophenyl)-3-(2-hydroxyethyl)pyrrolidine (R,R)-di-p-anisoyltartaric acid salt: mp; 201... Reactants: O (H2O), O([Na])C (NaOCH3), C(#N)CNC(OC(C)(C)C)=O (tert-butyl cyanomethylcarbamate), Cl.Cl.NC=1C=C(C(=CC1N)C)C (4,5-diamino-ortho-xylene bishydrochloride). Solvent: CO (CH3OH). Conditions: time 1 hour. Yields the product CC1=CC2=C(NC(=N2)CNC(OC(C)(C)C)=O)C=C1C (tert-Butyl (5,6-dimethyl-1H-benzimidazol-2-yl)methylcarbamate). RXN SMILES: O(C)[Na].[C:4]([CH2:6][NH:7][C:8](=[O:14])[O:9][C:10]([CH3:13])([CH3:12])[CH3:11])#[N:5].Cl.Cl.[NH2:17][C:18]1[CH:19]=[C:20]([CH3:26])[C:21]([CH3:25])=[CH:22][C:23]=1N.O>CO>[CH3:26][C:20]1[C:21]([CH3:25])=[CH:22][C:23]2[NH:5][C:4]([CH2:6][NH:7][C:8](=[O:14])[O:9][C:10]([CH3:11])([CH3:13])[CH3:12])=[N:17][C:18]=2[CH:19]=1 |f:2.3.4|. Reported procedure: 1.3 g of a 30% NaOCH3 solution were added to tert-butyl cyanomethylcarbamate (0.4 g; 25.6 mmol) in 10 ml of CH3OH, and the mixture was stirred at room temperature for 1 h. After addition of 5.15 g of 4,5-diamino-ortho-xylene bishydrochloride, the reaction mixture was stirred overnight and then added to 100 ml of H2O, and the solid obtained by filtration was dried at 30° C. in vacuo. 0.5 g; ESI-MS [M+H+]=276 Starting materials: PTFE, [BH4-].[K+] (potassium borohydride), [H][H] (hydrogen), TEFLON, [N+](=O)([O-])C1=NNC(=N1)[N+](=O)[O-] (3,5-dinitro-1H-1,2,4-triazole), [H][H] (hydrogen). Solvent: glass. Run at temperature -196 celsius, time 30 minute. Yields the product [N+](=O)([O-])C1=NN(C(=N1)[N+](=O)[O-])[B-](N1N=C(N=C1[N+](=O)[O-])[N+](=O)[O-])(N1N=C(N=C1[N+](=O)[O-])[N+](=O)[O-])N1N=C(N=C1[N+](=O)[O-])[N+](=O)[O-].[K+] (potassium tetrakis(3,5-dinitro-1H-1,2,4-triazolyl)borate). As a reaction SMILES: [N+:1]([C:4]1[N:8]=[C:7]([N+:9]([O-:11])=[O:10])[NH:6][N:5]=1)([O-:3])=[O:2].[BH4-:12].[K+:13].[H][H]>>[N+:1]([C:4]1[N:8]=[C:7]([N+:9]([O-:11])=[O:10])[N:6]([B-:12]([N:5]2[C:4]([N+:1]([O-:3])=[O:2])=[N:8][C:7]([N+:9]([O-:11])=[O:10])=[N:6]2)([N:5]2[C:4]([N+:1]([O-:3])=[O:2])=[N:8][C:7]([N+:9]([O-:11])=[O:10])=[N:6]2)[N:5]2[C:4]([N+:1]([O-:3])=[O:2])=[N:8][C:7]([N+:9]([O-:11])=[O:10])=[N:6]2)[N:5]=1)([O-:3])=[O:2].[K+:13] |f:1.2,4.5|. Procedure details: A 150 mL glass ampule equipped with a grease-free high-vacuum PTFE valve and a TEFLON™ coated stir bar was flamed-out under vacuum. Inside the dry-box, the ampule was loaded with 588 mg (4.00 mmol) 3,5-dinitro-1H-1,2,4-triazole and 53.9 mg (1.00 mmol) potassium borohydride. The ampule was connected to a vacuum line, evacuated and cooled to −196° C. About 5 mL of dry dimethoxyethane was slowly condensed into the ampule. The ampule was closed and allowed to warm to ambient temperature. As soon as ... The reactants are BrC=1C=CC2=C(C=CS2)C1 (5-bromobenzothiophene), CC(C)([O-])C.[K+] (potassium tert-butoxide), C(#N)CC(=O)OC(C)(C)C (tert-butyl cyanoacetate), [OH-].[K+] (potassium hydroxide). The reagents and catalysts are Cl[Pd]([P](C1=CC=CC=C1)(C2=CC=CC=C2)C3=CC=CC=C3)([P](C4=CC=CC=C4)(C5=CC=CC=C5)C6=CC=CC=C6)Cl (dichlorobis(triphenylphosphine)palladium(II)), C1(=CC=CC=C1)P(C1=CC=CC=C1)C1=CC=CC=C1 (triphenylphosphine). Run in COCCOC (1,2-dimethoxyethane), O (water), O (water), C(CO)O (ethylene glycol). Product: S1C=CC2=C1C=CC(=C2)CC(=O)O (2-(1-benzothiophen-5-yl)acetic acid). The yield is 78.0%. RXN SMILES: Br[C:2]1[CH:3]=[CH:4][C:5]2[S:9][CH:8]=[CH:7][C:6]=2[CH:10]=1.CC(C)([O-])C.[K+].C([CH2:19][C:20]([O:22]C(C)(C)C)=[O:21])#N.[OH-].[K+]>Cl[Pd](Cl)([P](C1C=CC=CC=1)(C1C=CC=CC=1)C1C=CC=CC=1)[P](C1C=CC=CC=1)(C1C=CC=CC=1)C1C=CC=CC=1.C1(P(C2C=CC=CC=2)C2C=CC=CC=2)C=CC=CC=1.O.C(O)CO.COCCOC>[S:9]1[C:5]2[CH:4]=[CH:3][C:2]([CH2:19][C:20]([OH:22])=[O:21])=[CH:10][C:6]=2[CH:7]=[CH:8]1 |f:1.2,4.5,^1:31,50|. Procedure: To 1,2-dimethoxyethane (1.00 L) solution of 250 g of 5-bromobenzothiophene were added 276 g of potassium tert-butoxide and 174 g of tert-butyl cyanoacetate. Thereto were added 8.23 g of dichlorobis(triphenylphosphine)palladium(II) and 6.15 g of triphenylphosphine at 80 to 85° C., which was then refluxed for 2 hours. Next, to the reaction mixture were added 500 mL of ethylene glycol, 250 mL of water and 263 g of potassium hydroxide, which was then refluxed for 4 hours. To the reaction mixture wer...